The task is: describe an organic reaction: reactants, conditions, products, and yield. This data is from the Open Reaction Database (ORD), a public repository of structured organic reaction records. Product: Nc1cc([N+](=O)[O-])c(F)cc1SCCO. Starting materials: O=C([O-])[O-], CCOC(C)=O, Nc1cc([N+](=O)[O-])c(F)cc1F, [K+], [K+], CN(C)C=O, OCCS. As a reaction SMILES: [C:13](=[O:14])([O-:15])[O-:16].[CH3:28][CH2:29][O:30][C:31](=[O:32])[CH3:33].[F:1][c:2]1[c:3]([NH2:4])[cH:5][c:6]([N+:10](=[O:11])[O-:12])[c:7]([F:9])[cH:8]1.[K+:17].[K+:18].[O:23]=[CH:24][N:25]([CH3:26])[CH3:27].[SH:19][CH2:20][CH2:21][OH:22]>>[c:2]1([S:19][CH2:20][CH2:21][OH:22])[c:3]([NH2:4])[cH:5][c:6]([N+:10](=[O:11])[O-:12])[c:7]([F:9])[cH:8]1. The reactants are CCOC(C)=O, CC=O, CC(Cl)Cl, CC1C(c2cc(C(F)(F)F)cc(C(F)(F)F)c2)OC(=O)N1Cc1cc(OC(F)(F)F)ccc1N. Product: CCNc1ccc(OC(F)(F)F)cc1CN1C(=O)OC(c2cc(C(F)(F)F)cc(C(F)(F)F)c2)C1C. As a reaction SMILES: [CH3:42][CH2:43][O:44][C:45]([CH3:46])=[O:47].[CH:35]([CH3:36])=[O:37].[Cl:38][CH:39]([Cl:40])[CH3:41].[NH2:1][c:2]1[c:3]([CH2:4][N:5]2[C:6](=[O:25])[O:7][CH:8]([c:11]3[cH:12][c:13]([C:21]([F:22])([F:23])[F:24])[cH:14][c:15]([C:17]([F:18])([F:19])[F:20])[cH:16]3)[CH:9]2[CH3:10])[cH:26][c:27]([O:30][C:31]([F:32])([F:33])[F:34])[cH:28][cH:29]1>>[NH:1]([c:2]1[c:3]([CH2:4][N:5]2[C:6](=[O:25])[O:7][CH:8]([c:11]3[cH:12][c:13]([C:21]([F:22])([F:23])[F:24])[cH:14][c:15]([C:17]([F:18])([F:19])[F:20])[cH:16]3)[CH:9]2[CH3:10])[cH:26][c:27]([O:30][C:31]([F:32])([F:33])[F:34])[cH:28][cH:29]1)[CH2:35][CH3:36].